Dataset: the Open Reaction Database (ORD), a public repository of structured organic reaction records. Task: describe an organic reaction: reactants, conditions, products, and yield Starting materials: [N+](=O)([O-])C1=C(C(=O)C2C(CCCC2=O)=O)C=CC=C1 (2-nitrobenzoylcyclohexane-1,3-dione), O.NN (hydrazine hydrate). Solvent: C(C)O (ethanol). Product: O=C1C=2C(=NNC2CCC1)C1=C(C=CC=C1)[N+](=O)[O-] (4,5,6,7-tetrahydro-4-oxo-3-(2-nitro-phenyl)-1H-indazole). Isolated yield 44.9%. As a reaction SMILES: [N+:1]([C:4]1[CH:19]=[CH:18][CH:17]=[CH:16][C:5]=1[C:6]([CH:8]1[C:13](=O)[CH2:12][CH2:11][CH2:10][C:9]1=[O:15])=O)([O-:3])=[O:2].O.[NH2:21][NH2:22]>C(O)C>[O:15]=[C:9]1[CH2:10][CH2:11][CH2:12][C:13]2[NH:22][N:21]=[C:6]([C:5]3[CH:16]=[CH:17][CH:18]=[CH:19][C:4]=3[N+:1]([O-:3])=[O:2])[C:8]1=2 |f:1.2|. Procedure: 3.2 g (12.2 mmol) of 2-nitrobenzoylcyclohexane-1,3-dione and 0.52 g (12.2 mmol) of hydrazine hydrate (80%) are refluxed for 4 hours in 120 ml of ethanol. The ethanol is subsequently distilled off under reduced pressure, and 80 ml of methanol are added. The solid which precipitates is filtered off with suction and dried in vacuo. 1.41 g (45% of theory) of 4,5,6,7-tetrahydro-4-oxo-3-(2-nitro-phenyl)-1H-indazole of the formula ##STR6## and of melting point 236° C. (decomp.) are obtained. The reactants are C(CCCCCCC\C=C/CCCCCCCC)(=O)OC (methyl oleate), C(CCCCCCC\C=C/C\C=C/CCCCC)(=O)OC (methyl linoleate), C(CCCCCCC\C=C/CCCCCCCC)(=O)OC (methyl oleate), C(CCCCCCC\C=C/C\C=C/CCCCC)(=O)OC (methyl linoleate), OCC(O)CO (glycerol), glyceryl. Product: C(CCCCCCC\C=C/CCCCCCCC)(=O)[O-] (oleate), C(CCCCCCC\C=C/C\C=C/CCCCC)(=O)[O-] (linoleate), O1CC1 (oxirane). RXN SMILES: [C:1]([O:20]C)(=[O:19])[CH2:2][CH2:3][CH2:4][CH2:5][CH2:6][CH2:7][CH2:8]/[CH:9]=[CH:10]\[CH2:11][CH2:12][CH2:13][CH2:14][CH2:15][CH2:16][CH2:17][CH3:18].[C:22]([O:41]C)(=[O:40])[CH2:23][CH2:24][CH2:25][CH2:26][CH2:27][CH2:28][CH2:29]/[CH:30]=[CH:31]\[CH2:32]/[CH:33]=[CH:34]\[CH2:35][CH2:36][CH2:37][CH2:38][CH3:39].OC[CH:45]([CH2:47][OH:48])O>>[C:1]([O-:20])(=[O:19])[CH2:2][CH2:3][CH2:4][CH2:5][CH2:6][CH2:7][CH2:8]/[CH:9]=[CH:10]\[CH2:11][CH2:12][CH2:13][CH2:14][CH2:15][CH2:16][CH2:17][CH3:18].[C:22]([O-:41])(=[O:40])[CH2:23][CH2:24][CH2:25][CH2:26][CH2:27][CH2:28][CH2:29]/[CH:30]=[CH:31]\[CH2:32]/[CH:33]=[CH:34]\[CH2:35][CH2:36][CH2:37][CH2:38][CH3:39].[O:48]1[CH2:47][CH2:45]1. Procedure details: The glyceryl mono/di esters of epoxidized methyl oleate and epoxidized methyl linoleate similarly were prepared following the procedure of Example 1. 0.1 moles of the epoxidized methyl oleate and the epoxidized methyl linoleate each were reacted with 0.2 mol glycerol (100% excess). Analysis of the solid oleate and liquid to semisolid linoleate resulted respectively in an oxirane content of 4.3% and 7.2% and Acid Values of ≤0.6. Starting materials: C(CCC)C=1C=CC2=C(C(OC=N2)=O)C1 (6-n-butyl-4H-3,1-benzoxazin-4-one), NCC1=CC=C(C=C1)C1=C(C=CC=C1)C1=NN=NN1COC (5-(4'-aminomethylbiphenyl-2-yl)-N-methoxymethyltetrazole), O (water). Solvent: C=1(C(=CC=CC1)C)C (xylene). Yields the product C(CCC)C=1C=C2C(N(C=NC2=CC1)CC1=CC=C(C=C1)C1=C(C=CC=C1)C1=NN=NN1COC)=O (6-n-Butyl-3-[[2'-(N-methoxymethyltetrazol-5-yl)biphenyl-4-yl]methyl]-4(3H)-quinazolinone). Isolated yield 43.5%. Reaction SMILES: [CH2:1]([C:5]1[CH:6]=[CH:7][C:8]2[N:13]=[CH:12]O[C:10](=[O:14])[C:9]=2[CH:15]=1)[CH2:2][CH2:3][CH3:4].[NH2:16][CH2:17][C:18]1[CH:23]=[CH:22][C:21]([C:24]2[CH:29]=[CH:28][CH:27]=[CH:26][C:25]=2[C:30]2[N:34]([CH2:35][O:36][CH3:37])[N:33]=[N:32][N:31]=2)=[CH:20][CH:19]=1.O>C1(C)C(C)=CC=CC=1>[CH2:1]([C:5]1[CH:15]=[C:9]2[C:8](=[CH:7][CH:6]=1)[N:13]=[CH:12][N:16]([CH2:17][C:18]1[CH:19]=[CH:20][C:21]([C:24]3[CH:29]=[CH:28][CH:27]=[CH:26][C:25]=3[C:30]3[N:34]([CH2:35][O:36][CH3:37])[N:33]=[N:32][N:31]=3)=[CH:22][CH:23]=1)[C:10]2=[O:14])[CH2:2][CH2:3][CH3:4]. Procedure: A mixture of 6-n-butyl-4H-3,1-benzoxazin-4-one (1.4 g, 6.89 mmol) and 5-(4'-aminomethylbiphenyl-2-yl)-N-methoxymethyltetrazole (2.85 g, ca. 9.65 mmol) in xylene (50 ml) was heated under reflux for 8 hours while water was removed by a Dean-Stark trap. After cooling, the reaction mixture was concentrated in vacuo. The resulting residue was purified by flash column chromatography on silica gel. The column was eluted with chloroform-ethyl acetate (1% to 10%) to give 1.44 g (43.6%) of the title compo... Reactants: CC(C)(C)OC(=O)NCCCN1CCC(Oc2ccc(Cl)c(Cl)c2)CC1, Cl, C1COCCO1. The product is NCCCN1CCC(Oc2ccc(Cl)c(Cl)c2)CC1. Reaction SMILES: [Cl:1][c:2]1[cH:3][c:4]([O:5][CH:6]2[CH2:7][CH2:8][N:9]([CH2:12][CH2:13][CH2:14][NH:15][C:16](=[O:17])[O:18][C:19]([CH3:20])([CH3:21])[CH3:22])[CH2:10][CH2:11]2)[cH:23][cH:24][c:25]1[Cl:26].[ClH:27].[O:28]1[CH2:29][CH2:30][O:31][CH2:32][CH2:33]1>>[Cl:1][c:2]1[cH:3][c:4]([O:5][CH:6]2[CH2:7][CH2:8][N:9]([CH2:12][CH2:13][CH2:14][NH2:15])[CH2:10][CH2:11]2)[cH:23][cH:24][c:25]1[Cl:26]. Reactants: C(C)OC1CN(CC2=C(C3=C(C=C12)OCO3)OC)C (4-ethoxy-8-methoxy-2-methyl-6,7-methylenedioxy-1,2,3,4-tetrahydroisoquinoline), S(O)(O)(=O)=O (sulfuric acid). Reagents/catalysts: [C].[Pd] (palladium carbon). Solvent: C(C)(=O)O (acetic acid). Product: COC=1C2=C(C=C3CCN(CC13)C)OCO2 (8-methoxy-2-methyl-6,7-methylenedioxy-1,2,3,4-tetrahydroisoquinoline). Yield: 88.6%. As a reaction SMILES: C(O[CH:4]1[C:13]2[C:8](=[C:9]([O:17][CH3:18])[C:10]3[O:16][CH2:15][O:14][C:11]=3[CH:12]=2)[CH2:7][N:6]([CH3:19])[CH2:5]1)C.S(=O)(=O)(O)O>C(O)(=O)C.[C].[Pd]>[CH3:18][O:17][C:9]1[C:10]2[O:16][CH2:15][O:14][C:11]=2[CH:12]=[C:13]2[C:8]=1[CH2:7][N:6]([CH3:19])[CH2:5][CH2:4]2 |f:3.4|. Reported procedure: 0.27 g (1.02 mmol) of 4-ethoxy-8-methoxy-2-methyl-6,7-methylenedioxy-1,2,3,4-tetrahydroisoquinoline (8) was dissolved in 15 ml of acetic acid, and the solution was added with 200 mg of 5% palladium carbon and 0.1 ml of 97% sulfuric acid and hydrogenated at 75° C. for 1 hour and 40 minutes. After cooling, the catalyst was filtered off and the filtrate was added with a small quantity of an aqueous solution of sodium hydroxide and concentrated under reduced pressure. The residue was added with 10 m... Starting materials: BrC1=CC=C2C=CNC2=C1 (6-bromo-1H-indole), [H-].[Na+] (sodium hydride), C([O-])(O)=O.[Na+] (sodium bicarbonate), Cl[Si](C(C)C)(C(C)C)C(C)C (chlorotriisopropylsilane). Solvent: C1CCOC1 (THF). Run at time 30 minute. Product: BrC1=CC=C2C=CN(C2=C1)[Si](C(C)C)(C(C)C)C(C)C (6-bromo-1-(triisopropylsilyl)-1H-indole). As a reaction SMILES: [Br:1][C:2]1[CH:10]=[C:9]2[C:5]([CH:6]=[CH:7][NH:8]2)=[CH:4][CH:3]=1.[H-].[Na+].Cl[Si:14]([CH:21]([CH3:23])[CH3:22])([CH:18]([CH3:20])[CH3:19])[CH:15]([CH3:17])[CH3:16].C(=O)(O)[O-].[Na+]>C1COCC1>[Br:1][C:2]1[CH:10]=[C:9]2[C:5]([CH:6]=[CH:7][N:8]2[Si:14]([CH:21]([CH3:23])[CH3:22])([CH:18]([CH3:20])[CH3:19])[CH:15]([CH3:17])[CH3:16])=[CH:4][CH:3]=1 |f:1.2,4.5|. Procedure details: To a solution of 6-bromo-1H-indole (2 g, 10.2 mmol) in THF (20 mL) at 0° C. was added 0.46 g of sodium hydride (12 mmol) in 3 portions. The mixture was stirred 30 min followed by addition of chlorotriisopropylsilane (2 g, 10.4 mmol). The reaction was allowed to warm to room temperature and stirring was continued overnight. The mixture was then poured into sat. aq. sodium bicarbonate and extracted with ethyl acetate. The organic phase was washed with brine, dried (magnesium sulfate) and concentra... Starting materials: NCc1cccc(Br)c1, CCN(C(C)C)C(C)C, O=C(Cl)C1CC1, ClCCl, Cl. Yields the product O=C(NCc1cccc(Br)c1)C1CC1. RXN SMILES: [Br:2][c:3]1[cH:4][c:5]([CH2:6][NH2:7])[cH:8][cH:9][cH:10]1.[CH:11]([N:12]([CH2:13][CH3:14])[CH:15]([CH3:16])[CH3:17])([CH3:18])[CH3:19].[CH:20]1([C:23](=[O:24])[Cl:25])[CH2:21][CH2:22]1.[Cl:26][CH2:27][Cl:28].[ClH:1]>>[Br:2][c:3]1[cH:4][c:5]([CH2:6][NH:7][C:23]([CH:20]2[CH2:21][CH2:22]2)=[O:24])[cH:8][cH:9][cH:10]1. Starting materials: CC(=O)OCCBr, O=C([O-])[O-], C1CCOC1, CCOC(C)=O, CN(C)C=O, CC(=O)Oc1ccc(CN2CCN(c3nc4ccc(Cl)cc4s3)CC2)cc1, [Cs+], [Cs+], [Li+], [OH-], O. The product is CC(=O)OCCOc1ccc(CN2CCN(c3nc4ccc(Cl)cc4s3)CC2)cc1. Reaction SMILES: [C:30]([CH3:31])(=[O:32])[O:33][CH2:34][CH2:35][Br:36].[C:37](=[O:38])([O-:39])[O-:40].[CH2:55]1[O:56][CH2:57][CH2:58][CH2:59]1.[CH3:43][CH2:44][O:45][C:46](=[O:47])[CH3:48].[CH3:50][N:51]([CH3:52])[CH:53]=[O:54].[Cl:1][c:2]1[cH:3][c:4]2[c:5]([n:6][c:7]([N:9]3[CH2:10][CH2:11][N:12]([CH2:15][c:16]4[cH:17][cH:18][c:19]([O:22][C:23](=[O:24])[CH3:25])[cH:20][cH:21]4)[CH2:13][CH2:14]3)[s:8]2)[cH:26][cH:27]1.[Cs+:41].[Cs+:42].[Li+:28].[OH-:29].[OH2:49]>>[Cl:1][c:2]1[cH:3][c:4]2[c:5]([n:6][c:7]([N:9]3[CH2:10][CH2:11][N:12]([CH2:15][c:16]4[cH:17][cH:18][c:19]([O:22][CH2:35][CH2:34][O:33][C:30]([CH3:31])=[O:32])[cH:20][cH:21]4)[CH2:13][CH2:14]3)[s:8]2)[cH:26][cH:27]1. Starting materials: BrBr (bromine), ClC1=CC=C(C=C1)C=1NC=CC1S(=O)(=O)C(F)(F)F (2-(p-chlorophenyl)-3-[(trifluoromethyl)sulfonyl]pyrrole). Solvent: C(Cl)(Cl)Cl (chloroform), C(Cl)(Cl)Cl (chloroform), C(Cl)(Cl)Cl (chloroform). Run at time 8 hour. The product is ethyl acetate hexanes, BrC1=CC(=C(N1)C1=CC=C(C=C1)Cl)S(=O)(=O)C(F)(F)F (5-Bromo-2-(p-chlorophenyl)-3-[(trifluoromethyl)sulfonyl]pyrrole). Isolated yield 24.7%. As a reaction SMILES: [Cl:1][C:2]1[CH:7]=[CH:6][C:5]([C:8]2[NH:9][CH:10]=[CH:11][C:12]=2[S:13]([C:16]([F:19])([F:18])[F:17])(=[O:15])=[O:14])=[CH:4][CH:3]=1.[Br:20]Br>C(Cl)(Cl)Cl>[Br:20][C:10]1[NH:9][C:8]([C:5]2[CH:4]=[CH:3][C:2]([Cl:1])=[CH:7][CH:6]=2)=[C:12]([S:13]([C:16]([F:17])([F:19])[F:18])(=[O:14])=[O:15])[CH:11]=1. Reported procedure: A solution of 2-(p-chlorophenyl)-3-[(trifluoromethyl)sulfonyl]pyrrole (1.0 g, 0.00323 mol) in chloroform is cooled, treated with a solution of bromine (0.52 g, 0.00323 mol) in chloroform, stirred at room temperature overnight, diluted with chloroform, washed with water and brine, dried over anhydrous magnesium sulfate and concentrated in vacuo to obtain a dark syrup. Flash chromatography of the syrup using silical gel and a 1:5 ethyl acetate/hexanes solution gives the title product as an off-whi...